From a dataset of the Open Reaction Database (ORD), a public repository of structured organic reaction records. describe an organic reaction: reactants, conditions, products, and yield Starting materials: CS(C)=O, N#C[Cu], CC(C)(C)ON=O, Nc1cc(C(F)(F)F)c2c(c1)[nH]c(=O)n2-c1cccc(Cl)c1, O. Product: N#Cc1cc(C(F)(F)F)c2c(c1)[nH]c(=O)n2-c1cccc(Cl)c1. RXN SMILES: [CH3:34][S:35](=[O:36])[CH3:37].[Cu:23][C:24]#[N:25].[N:26]([O:27][C:28]([CH3:29])([CH3:30])[CH3:31])=[O:32].[NH2:1][c:2]1[cH:3][c:4]2[c:5]([n:6](-[c:10]3[cH:11][c:12]([Cl:16])[cH:13][cH:14][cH:15]3)[c:7](=[O:9])[nH:8]2)[c:17]([C:19]([F:20])([F:21])[F:22])[cH:18]1.[OH2:33]>>[c:2]1([C:24]#[N:25])[cH:3][c:4]2[c:5]([n:6](-[c:10]3[cH:11][c:12]([Cl:16])[cH:13][cH:14][cH:15]3)[c:7](=[O:9])[nH:8]2)[c:17]([C:19]([F:20])([F:21])[F:22])[cH:18]1. Starting materials: 530.2, O1CCN(CC1)CCCN (3-morpholinopropan-1-amine), COC(C1=CC(=CC=C1)CBr)=O (3-bromomethyl-benzoic acid methyl ester), ClC1=CC=C(C=C1)[C@H]1C[C@]12C(NC1=CC=CC=C21)=O ((1S,2R)-2-(4-chlorophenyl)spiro[cyclopropane-1,3′-indolin]-2′-one). Product: ClC1=CC=C(C=C1)[C@H]1C[C@]12C(N(C1=CC=CC=C21)CC=2C=C(C(=O)NCCCN1CCOCC1)C=CC2)=O ((1S,2R)-3-((2-(4-chlorophenyl)-2′-oxospiro[cyclopropane-1,3′-indoline]-1′-yl)methyl)-N-(3-morpholinopropyl)benzamide). RXN SMILES: [O:1]1[CH2:6][CH2:5][N:4]([CH2:7][CH2:8][CH2:9][NH2:10])[CH2:3][CH2:2]1.CO[C:13](=[O:22])[C:14]1[CH:19]=[CH:18][CH:17]=[C:16]([CH2:20]Br)[CH:15]=1.[Cl:23][C:24]1[CH:29]=[CH:28][C:27]([C@@H:30]2[C@:32]3([C:40]4[C:35](=[CH:36][CH:37]=[CH:38][CH:39]=4)[NH:34][C:33]3=[O:41])[CH2:31]2)=[CH:26][CH:25]=1>>[Cl:23][C:24]1[CH:25]=[CH:26][C:27]([C@@H:30]2[C@:32]3([C:40]4[C:35](=[CH:36][CH:37]=[CH:38][CH:39]=4)[N:34]([CH2:20][C:16]4[CH:15]=[C:14]([CH:19]=[CH:18][CH:17]=4)[C:13]([NH:10][CH2:9][CH2:8][CH2:7][N:4]4[CH2:5][CH2:6][O:1][CH2:2][CH2:3]4)=[O:22])[C:33]3=[O:41])[CH2:31]2)=[CH:28][CH:29]=1. Reported procedure: The title compound was prepared in analogy to Example 60 starting from form 3 3-morpholinopropan-1-amine, 3-bromomethyl-benzoic acid methyl ester (commercially available), (1R,2S) and (1S,2R)-2-(4-chlorophenyl)spiro[cyclopropane-1,3′-indolin]-2′-one prepared as in Scheme 1. LC/MS m/e calcd. for C31H32ClN3O3: 529, observed (M+H)+: 530.2 1H NMR (400 MHz, MeOD-d4) δppm 2.02-2.15 (m, 2 H) 2.24 (d, J=8.59 Hz, 2 H) 3.15 (br. s., 2 H) 3.23 (d, J=8.08 Hz, 2 H) 3.25-3.31 (m, 1 H) 3.47-3.57 (m, 4 H) 3.79 ... The reactants are CC(C)Br, CC(=O)SCP(=O)(OC(C)C)OC(C)C, C[O-], CO, [Na+]. Product: CC(C)OP(=O)(CSC(C)C)OC(C)C. RXN SMILES: [Br:19][CH:20]([CH3:21])[CH3:22].[C:1]([CH3:2])([S:3][CH2:4][P:5](=[O:6])([O:7][CH:8]([CH3:9])[CH3:10])[O:11][CH:12]([CH3:13])[CH3:14])=[O:15].[CH3:16][O-:17].[CH3:23][OH:24].[Na+:18]>>[CH:1]([CH3:2])([S:3][CH2:4][P:5](=[O:6])([O:7][CH:8]([CH3:9])[CH3:10])[O:11][CH:12]([CH3:13])[CH3:14])[CH3:20].